From a dataset of the Open Reaction Database (ORD), a public repository of structured organic reaction records. describe an organic reaction: reactants, conditions, products, and yield Reactants: BrC(C(=O)OCC)CC1=CC=CC=C1 (ethyl 2-bromo-3-phenylpropionate), N1CCOCC1 (morpholine). The solvent is CN(C)C=O (DMF), Cl (HCl). Product: O1CCN(CC1)C(C(=O)OCC)CC1=CC=CC=C1 (ethyl 2-morpholino-3-phenylpropionate). Isolated yield 39.1%. RXN SMILES: Br[CH:2]([CH2:8][C:9]1[CH:14]=[CH:13][CH:12]=[CH:11][CH:10]=1)[C:3]([O:5][CH2:6][CH3:7])=[O:4].[NH:15]1[CH2:20][CH2:19][O:18][CH2:17][CH2:16]1>CN(C=O)C.Cl>[O:18]1[CH2:19][CH2:20][N:15]([CH:2]([CH2:8][C:9]2[CH:14]=[CH:13][CH:12]=[CH:11][CH:10]=2)[C:3]([O:5][CH2:6][CH3:7])=[O:4])[CH2:16][CH2:17]1. Reported procedure: A solution of 2.0 g ethyl 2-bromo-3-phenylpropionate and 2.8 g morpholine in 5 mL DMF was stirred overnight at RT. The mixture was diluted with 75 mL 1% HCl and washed 3×50 mL ether. The aqueous phase was made basic and extracted 3×100 mL EtOAc. The combined extracts were dried over MgSO4, filtered and concentrated. The residue was chromatographed (35% EtOAc:Hex) to afford 0.8 g pure product. NMR (300 MHz, CDCl3) delta 1.12 (t, J=7 Hz, 3H), 3.36 (m, 1H), 4.04 (m, 2H).